From a dataset of the Open Reaction Database (ORD), a public repository of structured organic reaction records. describe an organic reaction: reactants, conditions, products, and yield Reactants: COC(=O)C(CC1CCCC1)c1ccc(I)cc1, COCCOC, [Na+], [Na+], O=C([O-])[O-], O, Cl[Pd]Cl, c1ccc(P(c2ccccc2)c2ccccc2)cc1, c1ccc(P(c2ccccc2)c2ccccc2)cc1, OB(O)c1cccnc1. The product is COC(=O)C(CC1CCCC1)c1ccc(-c2cccnc2)cc1. RXN SMILES: [CH3:1][O:2][C:3]([CH:4]([CH2:5][CH:6]1[CH2:7][CH2:8][CH2:9][CH2:10]1)[c:11]1[cH:12][cH:13][c:14]([I:17])[cH:15][cH:16]1)=[O:18].[CH3:34][O:35][CH2:36][CH2:37][O:38][CH3:39].[Na+:28].[Na+:29].[O-:30][C:31](=[O:32])[O-:33].[OH2:40].[Pd:41]([Cl:42])[Cl:43].[c:44]1([P:45]([c:46]2[cH:47][cH:48][cH:49][cH:50][cH:51]2)[c:52]2[cH:53][cH:54][cH:55][cH:56][cH:57]2)[cH:58][cH:59][cH:60][cH:61][cH:62]1.[c:63]1([P:64]([c:65]2[cH:66][cH:67][cH:68][cH:69][cH:70]2)[c:71]2[cH:72][cH:73][cH:74][cH:75][cH:76]2)[cH:77][cH:78][cH:79][cH:80][cH:81]1.[n:19]1[cH:20][c:21]([B:25]([OH:26])[OH:27])[cH:22][cH:23][cH:24]1>>[CH3:1][O:2][C:3]([CH:4]([CH2:5][CH:6]1[CH2:7][CH2:8][CH2:9][CH2:10]1)[c:11]1[cH:12][cH:13][c:14](-[c:21]2[cH:20][n:19][cH:24][cH:23][cH:22]2)[cH:15][cH:16]1)=[O:18]. Reactants: N1=CC(=CC=C1)C1=CC=C(C(=O)O)C=C1 (4-(3-pyridyl)benzoic acid), C(C)(C)(C)OC(=O)N1CC(NCC1)C(=O)OCC (1-tert-butoxycarbonyl-3-ethoxycarbonylpiperazine). Product: C(C)(C)(C)OC(=O)N1CC(N(CC1)C(C1=CC=C(C=C1)C=1C=NC=CC1)=O)C(=O)OCC (4-tert-Butoxycarbonyl-2-ethoxycarbonyl-1-[4-(3-pyridyl)benzoyl]piperazine). As a reaction SMILES: [N:1]1[CH:6]=[CH:5][CH:4]=[C:3]([C:7]2[CH:15]=[CH:14][C:10]([C:11]([OH:13])=O)=[CH:9][CH:8]=2)[CH:2]=1.[C:16]([O:20][C:21]([N:23]1[CH2:28][CH2:27][NH:26][CH:25]([C:29]([O:31][CH2:32][CH3:33])=[O:30])[CH2:24]1)=[O:22])([CH3:19])([CH3:18])[CH3:17]>>[C:16]([O:20][C:21]([N:23]1[CH2:28][CH2:27][N:26]([C:11](=[O:13])[C:10]2[CH:9]=[CH:8][C:7]([C:3]3[CH:2]=[N:1][CH:6]=[CH:5][CH:4]=3)=[CH:15][CH:14]=2)[CH:25]([C:29]([O:31][CH2:32][CH3:33])=[O:30])[CH2:24]1)=[O:22])([CH3:19])([CH3:18])[CH3:17]. Procedure: In the same manner as in Referential Example 12, a reaction was conducted using 4-(3-pyridyl)benzoic acid and 1-tert-butoxycarbonyl-3-ethoxycarbonylpiperazine as starting materials, whereby the title compound was obtained. Reactants: P(Cl)(Cl)Cl (phosphorous trichloride), C(C)(C1=C(C(=CC(=C1)C(C)(C)C)C(C)(C)C)O)C1=C(C(=CC(=C1)C(C)(C)C)C(C)(C)C)O (2,2'-ethylidenebis(4,6-di-tert-butylphenol)), ON1C(CC(CC1(C)C)O)(C)C (1,4-dihydroxy-2,2,6,6-tetramethylpiperidine). Solvent: C(C)N(CC)CC (triethylamine). Yields the product C(C)(C)(C)C1=CC2=C(OP(OC3=C(C2C)C=C(C=C3C(C)(C)C)C(C)(C)C)OC3CC(N(C(C3)(C)C)O)(C)C)C(=C1)C(C)(C)C (2,4,8,10-Tetra-tert-butyl-6-[1-hydroxy-2,2,6,6-tetramethylpiperidin-4-yloxy]-12-methyl-12H-dibenzo[d,g][1,3,2]-dioxaphosphocin). Reaction SMILES: [P:1](Cl)(Cl)Cl.[CH:5]([C:22]1[CH:27]=[C:26]([C:28]([CH3:31])([CH3:30])[CH3:29])[CH:25]=[C:24]([C:32]([CH3:35])([CH3:34])[CH3:33])[C:23]=1[OH:36])([C:7]1[CH:12]=[C:11]([C:13]([CH3:16])([CH3:15])[CH3:14])[CH:10]=[C:9]([C:17]([CH3:20])([CH3:19])[CH3:18])[C:8]=1[OH:21])[CH3:6].[OH:37][N:38]1[C:43]([CH3:45])([CH3:44])[CH2:42][CH:41]([OH:46])[CH2:40][C:39]1([CH3:48])[CH3:47]>C(N(CC)CC)C>[C:28]([C:26]1[CH:25]=[C:24]([C:32]([CH3:35])([CH3:34])[CH3:33])[C:23]2[O:36][P:1]([O:46][CH:41]3[CH2:42][C:43]([CH3:44])([CH3:45])[N:38]([OH:37])[C:39]([CH3:48])([CH3:47])[CH2:40]3)[O:21][C:8]3[C:9]([C:17]([CH3:20])([CH3:18])[CH3:19])=[CH:10][C:11]([C:13]([CH3:16])([CH3:14])[CH3:15])=[CH:12][C:7]=3[CH:5]([CH3:6])[C:22]=2[CH:27]=1)([CH3:31])([CH3:30])[CH3:29]. Reported procedure: The above-named compound is prepared using the general procedure of Example 1 by reacting 4.4 ml of phosphorous trichloride, 21.94 grams of 2,2'-ethylidenebis(4,6-di-tert-butylphenol), 19.3 ml of triethylamine and 6.68 grams of 1,4-dihydroxy-2,2,6,6-tetramethylpiperidine. Reactants: OC1=CC=C(C=C1)C(C)(C)C1=CC=C(C=C1)O.C1(=CC=CC=C1)O (bisphenol-A phenol), Na2HPO2, C(=O)(O)[O-].[Na+] (NaHCO3), II, solution, [OH-].[Na+] (NaOH). The solvent is O (water), CC(=O)C (acetone), CC(=O)C (acetone), O (water). Product: OC1=CC=C(C=C1)C(C)(C)C1=CC=C(C=C1)O (bisphenol A). Reaction SMILES: [OH:1][C:2]1[CH:7]=[CH:6][C:5]([C:8]([C:11]2[CH:16]=[CH:15][C:14]([OH:17])=[CH:13][CH:12]=2)([CH3:10])[CH3:9])=[CH:4][CH:3]=1.C1(O)C=CC=CC=1.C([O-])(O)=O.[Na+].[OH-].[Na+]>O.CC(C)=O>[OH:1][C:2]1[CH:3]=[CH:4][C:5]([C:8]([C:11]2[CH:12]=[CH:13][C:14]([OH:17])=[CH:15][CH:16]=2)([CH3:10])[CH3:9])=[CH:6][CH:7]=1 |f:0.1,2.3,4.5|. Procedure: In step I, the by-products are present in the reaction system in an amount of 10-30% by weight. The content of acetone and water in the post-reaction mixture while cooling it in step II is 2-6% by weight of acetone and 1-4% by weight of water, respectively. The crystalline bisphenol-A/phenol adduct is washed in step III with mother liquor II, obtained in step V, in an amount of 0.2-2.0 parts by weight of the liquor per 1 part by weight of the crystalline adduct. The bisphenol-A/phenol adduct is ... Reactants: BrC1(CS[C@H]2N(C1C(=O)OCC(Cl)(Cl)Cl)C(C2NC(CC2=CC=CC=C2)=O)=O)C (2,2,2,-Trichloroethyl 3-bromo-3-methyl-7-(2-phenylacetamido)cepham-4-carboxylate), NC1=CC=CC=C1 (aniline). Reagents/catalysts: F[B-](F)(F)F.[Ag+] (silver fluoroborate). Run in C(Cl)Cl (methylene chloride). Product: N(C1=CC=CC=C1)CC1(S[C@H]2N(C1C(=O)OCC(Cl)(Cl)Cl)C(C2NC(CC2=CC=CC=C2)=O)=O)C (2,2,2-trichloroethyl 2-anilinomethyl-2-methyl-6-(2-phenylacetamido)penam-3-carboxylate). Isolated yield 48.0%. As a reaction SMILES: Br[C:2]1([CH3:29])[CH:7]([C:8]([O:10][CH2:11][C:12]([Cl:15])([Cl:14])[Cl:13])=[O:9])[N:6]2[C:16](=[O:28])[CH:17]([NH:18][C:19](=[O:27])[CH2:20][C:21]3[CH:26]=[CH:25][CH:24]=[CH:23][CH:22]=3)[C@H:5]2[S:4][CH2:3]1.[NH2:30][C:31]1[CH:36]=[CH:35][CH:34]=[CH:33][CH:32]=1>C(Cl)Cl.F[B-](F)(F)F.[Ag+]>[NH:30]([CH2:3][C:2]1([CH3:29])[CH:7]([C:8]([O:10][CH2:11][C:12]([Cl:15])([Cl:13])[Cl:14])=[O:9])[N:6]2[C:16](=[O:28])[CH:17]([NH:18][C:19](=[O:27])[CH2:20][C:21]3[CH:26]=[CH:25][CH:24]=[CH:23][CH:22]=3)[C@H:5]2[S:4]1)[C:31]1[CH:36]=[CH:35][CH:34]=[CH:33][CH:32]=1 |f:3.4|. Procedure details: 2,2,2,-Trichloroethyl 3-bromo-3-methyl-7-(2-phenylacetamido)cepham-4-carboxylate (1.10 g) was dissolved in methylene chloride (15 ml) and to this solution was added aniline (0.28 g). And to the solution was added silver fluoroborate (0.45 g) under stirring under ice-cooling and the mixture was stirred for 4 hours at the same temperature. After the reaction was completed, the reaction mixture was filtered. The filtrate was washed with a dilute aqueour solution of phosphoric acid and then with wat... The reactants are O=[N+]([O-])c1cccc(CBr)c1, OCCF, [Na], C1CCOC1, O. Product: O=[N+]([O-])c1cccc(COCCF)c1. RXN SMILES: [Br:6][CH2:7][c:8]1[cH:9][c:10]([N+:14](=[O:15])[O-:16])[cH:11][cH:12][cH:13]1.[F:2][CH2:3][CH2:4][OH:5].[Na:1].[O:17]1[CH2:18][CH2:19][CH2:20][CH2:21]1.[OH2:22]>>[F:2][CH2:3][CH2:4][O:5][CH2:7][c:8]1[cH:9][c:10]([N+:14](=[O:15])[O-:16])[cH:11][cH:12][cH:13]1. Reactants: CC#N, NC1CC1, CCCc1c(C(=O)O)nnn1-c1ccc([N+](=O)[O-])cc1, On1nnc2ccccc21. The product is CCCc1c(C(=O)NC2CC2)nnn1-c1ccc([N+](=O)[O-])cc1. RXN SMILES: [CH3:35][C:36]#[N:37].[CH:21]1([NH2:24])[CH2:22][CH2:23]1.[N+:1](=[O:2])([O-:3])[c:4]1[cH:5][cH:6][c:7](-[n:10]2[n:11][n:12][c:13]([C:18](=[O:19])[OH:20])[c:14]2[CH2:15][CH2:16][CH3:17])[cH:8][cH:9]1.[OH:25][n:26]1[c:27]2[c:28]([cH:29][cH:30][cH:31][cH:32]2)[n:33][n:34]1>>[N+:1](=[O:2])([O-:3])[c:4]1[cH:5][cH:6][c:7](-[n:10]2[n:11][n:12][c:13]([C:18](=[O:20])[NH:24][CH:21]3[CH2:22][CH2:23]3)[c:14]2[CH2:15][CH2:16][CH3:17])[cH:8][cH:9]1.